The task is: describe an organic reaction: reactants, conditions, products, and yield. This data is from the Open Reaction Database (ORD), a public repository of structured organic reaction records. Starting materials: C(=O)(O)CCCCCCCCCCC(CCCCCC)OC(C1=CC=C(C=C1)[N+](=O)[O-])=O (4-Nitro-benzoic acid 11-carboxy-1-hexyl-undecyl ester), [N+](=O)([O-])C1=CC=C(C=C1)OC(CBr)=O (Bromoacetic acid 4-nitro-phenyl ester), C(C)(C)OC(C)C (Di Isopropyl Ether). The solvent is CC(=O)C (Acetone), C(C)N(CC)CC (triethylamine). Run at time 8 hour. Yields the product [N+](=O)([O-])C1=CC=C(C(=O)O[C@H](CCCCCC)CCCCCCCCCCC(=O)OCC(=O)OC2=CC=C(C=C2)[N+](=O)[O-])C=C1 ((R)-18-(2-(4-nitrophenoxy)-2-oxoethoxy)-18-oxooctadecan-7-yl 4-nitrobenzoate). Reaction SMILES: [C:1]([CH2:4][CH2:5][CH2:6][CH2:7][CH2:8][CH2:9][CH2:10][CH2:11][CH2:12][CH2:13][CH:14]([O:21][C:22](=[O:32])[C:23]1[CH:28]=[CH:27][C:26]([N+:29]([O-:31])=[O:30])=[CH:25][CH:24]=1)[CH2:15][CH2:16][CH2:17][CH2:18][CH2:19][CH3:20])([OH:3])=[O:2].[N+:33]([C:36]1[CH:41]=[CH:40][C:39]([O:42][C:43](=[O:46])[CH2:44]Br)=[CH:38][CH:37]=1)([O-:35])=[O:34].C(OC(C)C)(C)C>CC(C)=O.C(N(CC)CC)C>[N+:29]([C:26]1[CH:27]=[CH:28][C:23]([C:22]([O:21][C@@H:14]([CH2:13][CH2:12][CH2:11][CH2:10][CH2:9][CH2:8][CH2:7][CH2:6][CH2:5][CH2:4][C:1]([O:3][CH2:44][C:43]([O:42][C:39]2[CH:38]=[CH:37][C:36]([N+:33]([O-:35])=[O:34])=[CH:41][CH:40]=2)=[O:46])=[O:2])[CH2:15][CH2:16][CH2:17][CH2:18][CH2:19][CH3:20])=[O:32])=[CH:24][CH:25]=1)([O-:31])=[O:30]. Procedure: To a solution of 4-Nitro-benzoic acid 11-carboxy-1-hexyl-undecyl ester (500 g) in dry Acetone, triethylamine (232 mL) at 10-15° C. was added Bromoacetic acid 4-nitro-phenyl ester (347 g). The solution was stirred at room temperature for 8 hours. 75% of the solvent was distilled off and cooled to room temperature. The resulting solid was poured onto cold water and pH was adjusted to 4-5 with dilute HCl. The resulting solid was filtered off and washed with chilled water (100 mL). The slurry was pr... Starting materials: OCC=1C=C(C#N)C=CC1CNC1CCCC=2C=CC=NC12 (3-hydroxymethyl-4-[(5,6,7,8-tetrahydro-quinolin-8-ylamino)-methyl]-benzonitrile), C(C)(C)(C)C1=CC(=NC=C1)C=O (4-tert-butyl-pyridine-2-carbaldehyde), [BH-](OC(=O)C)(OC(=O)C)OC(=O)C.[Na+] (NaBH(OAc)3). The solvent is C(Cl)Cl (CH2Cl2). Product: C(C)(C)(C)C1=CC(=NC=C1)CN(C1CCCC=2C=CC=NC12)CC1=C(C=C(C#N)C=C1)CO (4-{[(4-tert-butyl-pyridin-2-ylmethyl)-(5,6,7,8-tetrahydro-quinolin-8-yl)-amino]-methyl}-3-hydroxymethyl-benzonitrile). As a reaction SMILES: [OH:1][CH2:2][C:3]1[CH:4]=[C:5]([CH:8]=[CH:9][C:10]=1[CH2:11][NH:12][CH:13]1[C:22]2[N:21]=[CH:20][CH:19]=[CH:18][C:17]=2[CH2:16][CH2:15][CH2:14]1)[C:6]#[N:7].[C:23]([C:27]1[CH:32]=[CH:31][N:30]=[C:29]([CH:33]=O)[CH:28]=1)([CH3:26])([CH3:25])[CH3:24].[BH-](OC(C)=O)(OC(C)=O)OC(C)=O.[Na+]>C(Cl)Cl>[C:23]([C:27]1[CH:32]=[CH:31][N:30]=[C:29]([CH2:33][N:12]([CH2:11][C:10]2[CH:9]=[CH:8][C:5]([C:6]#[N:7])=[CH:4][C:3]=2[CH2:2][OH:1])[CH:13]2[C:22]3[N:21]=[CH:20][CH:19]=[CH:18][C:17]=3[CH2:16][CH2:15][CH2:14]2)[CH:28]=1)([CH3:26])([CH3:25])[CH3:24] |f:2.3|. Procedure: Using General Procedure B: Reaction of 3-hydroxymethyl-4-[(5,6,7,8-tetrahydro-quinolin-8-ylamino)-methyl]-benzonitrile in CH2Cl2 with 4-tert-butyl-pyridine-2-carbaldehyde and NaBH(OAc)3 gave 4-{[(4-tert-butyl-pyridin-2-ylmethyl)-(5,6,7,8-tetrahydro-quinolin-8-yl)-amino]-methyl}-3-hydroxymethyl-benzonitrile as a pale yellow oil. 1H NMR (CDCl3) δ 1.38 (s, 9H), 1.70 (m, 1H), 1.91-2.04 (m, 2H), 2.21 (m, 1H), 2.71 (m, 1H), 2.81 (m, 1H), 3.52 (d, 1H, J=12.0 Hz), 3.64 (d, 1H, J=12.0 Hz), 3.73 (d, 1H, J... Starting materials: ClC1=C(C=C(C(=O)OCC)C=C1)[N+](=O)[O-] (ethyl 4-chloro-3-nitrobenzoate), C(C)(C)(C)C1=CC(=NO1)O (5-t-butyl-3-hydroxyisoxazole), Cl (hydrochloric acid), C([O-])([O-])=O.[K+].[K+] (potassium carbonate). Reported procedure: In 100 ml of dimethyl sulfoxide were dissolved 23.0 g of ethyl 4-chloro-3-nitrobenzoate and 17 g of 5-t-butyl-3-hydroxyisoxazole and after adding thereto 17 g of potassium carbonate, the reaction was performed for 8 hours at 75° C. After the reaction was over, the reaction mixture obtained was poured into cold diluted hydrochloric acid followed by stirring, whereby colorless crystals deposited immediately. The crystals were recovered by filtration and recrystallized from ethanol to provide 31.7 ... The solvent is CS(=O)C (dimethyl sulfoxide). Reaction SMILES: Cl[C:2]1[CH:12]=[CH:11][C:5]([C:6]([O:8][CH2:9][CH3:10])=[O:7])=[CH:4][C:3]=1[N+:13]([O-:15])=[O:14].[C:16]([C:20]1[O:24][N:23]=[C:22]([OH:25])[CH:21]=1)([CH3:19])([CH3:18])[CH3:17].C(=O)([O-])[O-].[K+].[K+].Cl>CS(C)=O>[C:16]([C:20]1[O:24][N:23]([C:2]2[CH:12]=[CH:11][C:5]([C:6]([O:8][CH2:9][CH3:10])=[O:7])=[CH:4][C:3]=2[N+:13]([O-:15])=[O:14])[C:22](=[O:25])[CH:21]=1)([CH3:19])([CH3:18])[CH3:17] |f:2.3.4|. Product: C(C)(C)(C)C1=CC(N(O1)C1=C(C=C(C=C1)C(=O)OCC)[N+](=O)[O-])=O (5-t-butyl-2-(4-ethoxycarbonyl-2-nitrophenyl)-4-isoxazolin-3-one). Yield: 94.7%. Starting materials: C(C)(C)(C)C1=NC2=C(N1CC1CCOCC1)C=CC(=C2)S(=O)(=O)Cl (2-tert-Butyl-1-(tetrahydro-2H-pyran-4-ylmethyl)-1H-benzimidazole-5-sulfonyl chloride), N1CCC(CC1)C(=O)OC (methyl piperidine-4-carboxylate). The reagents and catalysts are CN(C)C=1C=CN=CC1 (DMAP). Solvent: CC#N (MeCN). Reaction conditions: time 8 hour. The product is C(C)(C)(C)C1=NC2=C(N1CC1CCOCC1)C=CC(=C2)S(=O)(=O)N2CCC(CC2)C(=O)OC (methyl 1-{[2-tert-butyl-1-(tetrahydro-2H-pyran-4-ylmethyl)-1H-benzimidazol-5-yl]sulfonyl}piperidine-4-carboxylate). Reaction SMILES: [C:1]([C:5]1[N:9]([CH2:10][CH:11]2[CH2:16][CH2:15][O:14][CH2:13][CH2:12]2)[C:8]2[CH:17]=[CH:18][C:19]([S:21](Cl)(=[O:23])=[O:22])=[CH:20][C:7]=2[N:6]=1)([CH3:4])([CH3:3])[CH3:2].[NH:25]1[CH2:30][CH2:29][CH:28]([C:31]([O:33][CH3:34])=[O:32])[CH2:27][CH2:26]1>CN(C1C=CN=CC=1)C.CC#N>[C:1]([C:5]1[N:9]([CH2:10][CH:11]2[CH2:16][CH2:15][O:14][CH2:13][CH2:12]2)[C:8]2[CH:17]=[CH:18][C:19]([S:21]([N:25]3[CH2:30][CH2:29][CH:28]([C:31]([O:33][CH3:34])=[O:32])[CH2:27][CH2:26]3)(=[O:23])=[O:22])=[CH:20][C:7]=2[N:6]=1)([CH3:4])([CH3:3])[CH3:2]. Procedure details: 2-tert-Butyl-1-(tetrahydro-2H-pyran-4-ylmethyl)-1H-benzimidazole-5-sulfonyl chloride (400 mg, 0.98 mmol) was added to a solution of methyl piperidine-4-carboxylate (703 mg, 4.90 mmol) and DMAP (600 mg, 4.90 mmol) in MeCN (50 mL). The reaction mixture was stirred overnight at ambient temperature and the solvent was concentrated. The product was purified by MPLC using 50-90% EtOAc/Heptane on silica gel to provide the title compound as colorless oil. Yield: 182 mg (38%); 1H NMR (400 MHz, CDCl3) δ 1... The reactants are CC1CN(Cc2ccc(N(C)C(=O)c3ccc(Cl)nc3)cc2)CCN1C(=O)OC(C)(C)C, Oc1cccc(F)c1, CC1CN(Cc2ccc(N(C)C(=O)c3ccc(Oc4ccccc4F)nc3)cc2)CCN1C(=O)OC(C)(C)C. Product: CC1CN(Cc2ccc(N(C)C(=O)c3ccc(Oc4cccc(F)c4)nc3)cc2)CCN1C(=O)OC(C)(C)C. RXN SMILES: [Cl:1][c:2]1[cH:3][cH:4][c:5]([C:8](=[O:9])[N:10]([c:11]2[cH:12][cH:13][c:14]([CH2:17][N:18]3[CH2:19][CH:20]([CH3:31])[N:21]([C:24](=[O:25])[O:26][C:27]([CH3:28])([CH3:29])[CH3:30])[CH2:22][CH2:23]3)[cH:15][cH:16]2)[CH3:32])[cH:6][n:7]1.[F:33][c:34]1[cH:35][c:36]([OH:40])[cH:37][cH:38][cH:39]1.[F:41][c:42]1[cH:43][cH:44][cH:45][cH:46][c:47]1[O:48][c:49]1[n:50][cH:51][c:52]([C:53]([N:54]([CH3:55])[c:56]2[cH:57][cH:58][c:59]([CH2:60][N:61]3[CH2:62][CH2:63][N:64]([C:65]([O:66][C:67]([CH3:68])([CH3:69])[CH3:70])=[O:71])[CH:72]([CH3:73])[CH2:74]3)[cH:75][cH:76]2)=[O:77])[cH:78][cH:79]1>>[c:2]1([O:40][c:36]2[cH:35][c:34]([F:33])[cH:39][cH:38][cH:37]2)[cH:3][cH:4][c:5]([C:8](=[O:9])[N:10]([c:11]2[cH:12][cH:13][c:14]([CH2:17][N:18]3[CH2:19][CH:20]([CH3:31])[N:21]([C:24](=[O:25])[O:26][C:27]([CH3:28])([CH3:29])[CH3:30])[CH2:22][CH2:23]3)[cH:15][cH:16]2)[CH3:32])[cH:6][n:7]1. Reactants: [Al+3], C1CCOC1, CNC(=O)c1nn(C)c2ccccc12, [H-], [H-], [H-], [H-], [Li+]. Yields the product CNCc1nn(C)c2ccccc12. Reaction SMILES: [Al+3:16].[CH2:21]1[O:22][CH2:23][CH2:24][CH2:25]1.[CH3:1][NH:2][C:3](=[O:4])[c:5]1[n:6][n:7]([CH3:14])[c:8]2[cH:9][cH:10][cH:11][cH:12][c:13]12.[H-:15].[H-:18].[H-:19].[H-:20].[Li+:17]>>[CH3:1][NH:2][CH2:3][c:5]1[n:6][n:7]([CH3:14])[c:8]2[cH:9][cH:10][cH:11][cH:12][c:13]12.